Dataset: the Open Reaction Database (ORD), a public repository of structured organic reaction records. Task: describe an organic reaction: reactants, conditions, products, and yield Yields the product COc1ccc(C(=O)c2ccc(OC)c(OC)c2)cc1. Reactants: [Al+3], ClCCl, COc1ccc(C(=O)Cl)cc1, COc1ccccc1OC, [Cl-], [Cl-], [Cl-], O. As a reaction SMILES: [Al+3:2].[CH2:27]([Cl:28])[Cl:29].[CH3:15][O:16][c:17]1[cH:18][cH:19][c:20]([C:21](=[O:22])[Cl:23])[cH:24][cH:25]1.[CH3:5][O:6][c:7]1[cH:8][cH:9][cH:10][cH:11][c:12]1[O:13][CH3:14].[Cl-:1].[Cl-:3].[Cl-:4].[OH2:26]>>[CH3:5][O:6][c:7]1[cH:8][c:9]([C:21]([c:20]2[cH:19][cH:18][c:17]([O:16][CH3:15])[cH:25][cH:24]2)=[O:22])[cH:10][cH:11][c:12]1[O:13][CH3:14]. Starting materials: C1(=CC=CC=C1)C1=C(NC2=CC=C(C=C12)N1C=CC=C1)C(=O)OCC (ethyl 3-phenyl-5-(1H-pyrrol-1-yl)-1H-indole-2-carboxylate). The solvent is O (H2O). The product is C1(=CC=CC=C1)C1=C(NC2=CC=C(C=C12)N1C=CC=C1)C(=O)O (3-phenyl-5-(1H-pyrrol-1-yl)-1H-indole-2-carboxylic acid). Reaction SMILES: [C:1]1([C:7]2[C:15]3[C:10](=[CH:11][CH:12]=[C:13]([N:16]4[CH:20]=[CH:19][CH:18]=[CH:17]4)[CH:14]=3)[NH:9][C:8]=2[C:21]([O:23]CC)=[O:22])[CH:6]=[CH:5][CH:4]=[CH:3][CH:2]=1>O>[C:1]1([C:7]2[C:15]3[C:10](=[CH:11][CH:12]=[C:13]([N:16]4[CH:20]=[CH:19][CH:18]=[CH:17]4)[CH:14]=3)[NH:9][C:8]=2[C:21]([OH:23])=[O:22])[CH:2]=[CH:3][CH:4]=[CH:5][CH:6]=1. Procedure details: The title compound was prepared from ethyl 3-phenyl-5-(1H-pyrrol-1-yl)-1H-indole-2-carboxylate followed the procedure of Example 1 Step 4 as an off-white solid: 1H NMR (DMSO-6) δ 6.21 (s, 2 H), 7.20 (s, 2 H), 7.20-7.60 (m, 7 H), 11.92 (s, 1H), 13.0 (br s, 1 H); MS (ESI) m/z 303 (MH+); MS (ESI) m/z 301 ([M-H]−); HRMS calcd for C19H15N2O2: 303.1134; found (ESI+): 303.1124; Anal. calcd for C19H14N2O2.1.3 H2O: C, 70.06; H, 5.13; N, 8.60. Found: C, 70.22; H, 5.08; N, 8.21. The reactants are [OH-].[K+] (KOH), C1(=CC=CC=C1)S(=O)(=O)N1N=C(C2=CC=CC=C12)N1CCN(CC1)C(=O)OC1=CC=CC=C1 (1-benzenesulfonyl-3-(1-phenoxycarbonyl-4-piperazinyl)-1H-indazole), Cl (HCl). Solvent: C(C)O (ethanol). The product is N1(CCNCC1)C1=NNC2=CC=CC=C12 (3-piperazin-1-yl-1H-indazole). Isolated yield 94.9%. As a reaction SMILES: C1(S([N:10]2[C:18]3[C:13](=[CH:14][CH:15]=[CH:16][CH:17]=3)[C:12]([N:19]3[CH2:24][CH2:23][N:22](C(OC4C=CC=CC=4)=O)[CH2:21][CH2:20]3)=[N:11]2)(=O)=O)C=CC=CC=1.[OH-].[K+].Cl>C(O)C>[N:19]1([C:12]2[C:13]3[C:18](=[CH:17][CH:16]=[CH:15][CH:14]=3)[NH:10][N:11]=2)[CH2:24][CH2:23][NH:22][CH2:21][CH2:20]1 |f:1.2|. Reported procedure: To a suspension of 1-benzenesulfonyl-3-(1-phenoxycarbonyl-4-piperazinyl)-1H-indazole (31.3 g, 67.7 mmol) in ethanol (500 ml) was added 50% KOH (aq.) (100 g of KOH in 100 g H2O) at room temperature. The reaction mixture was warmed to reflux for 6.5 hours and cooled to room temperature. After adjusting the pH to about two using HCl (con., 120 ml), the volatiles were removed under reduced pressure. The remaining residue was diluted with water and removed via filtration. The aqueous filtrate was was... Procedure: Acetyl chloride (4.52, 58.2 mmol) was added dropwise to a cold (0° C.) pyridine solution (10 ml) of 2,2-dimethyl-3-hydroxypropionic acid (5.5 g, 46.5 mmol) and 4-DMAP (0.57 g, 4.65 mmol). After stirring overnight at ambient temperature, the reaction was poured into ether (200 ml). This mixture was washed with 10% HCl (2×20 ml), and saturated brine (2×25 ml) and the resulting ethereal solution was dried (MgSO4). Evaporation gave the title compound as a pale yellow solid which was used in the next... Solvent: CCOCC (ether). Conditions: time 8 hour. RXN SMILES: [C:1](Cl)(=[O:3])[CH3:2].N1C=CC=CC=1.[CH3:11][C:12]([CH3:18])([CH2:16][OH:17])[C:13]([OH:15])=[O:14]>CN(C1C=CN=CC=1)C.CCOCC>[C:1]([O:17][CH2:16][C:12]([CH3:18])([CH3:11])[C:13]([OH:15])=[O:14])(=[O:3])[CH3:2]. Starting materials: C(C)(=O)Cl (Acetyl chloride), N1=CC=CC=C1 (pyridine), CC(C(=O)O)(CO)C (2,2-dimethyl-3-hydroxypropionic acid). The reagents and catalysts are CN(C)C=1C=CN=CC1 (4-DMAP). The product is C(C)(=O)OCC(C(=O)O)(C)C (3-Acetoxy-2,2-dimethylpropionic acid). Starting materials: C(C1=CC=CC=C1)N1C2=CC=C(C=C2C=2CCCCC12)C1=CC=C(C=C1)OC (9-benzyl-6-(4-methoxy-phenyl)-2,3,4,9-tetrahydro-1H-carbazole), B(Br)(Br)Br (BBr3), solution. The solvent is C(Cl)Cl (CH2Cl2). Yields the product C(C1=CC=CC=C1)N1C=2CCCCC2C=2C=C(C=CC12)C1=CC=C(C=C1)O (4-(9-Benzyl-6,7,8,9-tetrahydro-5H-carbazol-3-yl)-phenol), product. Yield: 45.3%. RXN SMILES: [CH2:1]([N:8]1[C:20]2[CH2:19][CH2:18][CH2:17][CH2:16][C:15]=2[C:14]2[C:9]1=[CH:10][CH:11]=[C:12]([C:21]1[CH:26]=[CH:25][C:24]([O:27]C)=[CH:23][CH:22]=1)[CH:13]=2)[C:2]1[CH:7]=[CH:6][CH:5]=[CH:4][CH:3]=1.B(Br)(Br)Br>C(Cl)Cl>[CH2:1]([N:8]1[C:9]2[CH:10]=[CH:11][C:12]([C:21]3[CH:22]=[CH:23][C:24]([OH:27])=[CH:25][CH:26]=3)=[CH:13][C:14]=2[C:15]2[CH2:16][CH2:17][CH2:18][CH2:19][C:20]1=2)[C:2]1[CH:3]=[CH:4][CH:5]=[CH:6][CH:7]=1. Reported procedure: The desired product was prepared using a procedure similar to step 4 of example 3. Thus, 9-benzyl-6-(4-methoxy-phenyl)-2,3,4,9-tetrahydro-1H-carbazole (1.930 g, 5.252 mmol) was reacted with BBr3 (6.3 ml of a 1M solution in CH2Cl2) to give the product (0.840 g, 2.377 mmol, 45%) as a pale-green foam. 1H NMR (DMSO-d6) δ 1.78-1.85 (m, 4H), 2.63-2.70 (m, 4H), 5.32 (s, 2H), 6.81 (d, J=8.4 Hz, 2H), 7.03 (d, J=7.5 Hz, 2H), 7.19-7.23 (m, 2H), 7.28 (t, J=7.6 Hz, 2H), 7.36 (d, J=8.6 Hz, 1H), 7.44 (d, J=8.6... RXN SMILES: [CH3:1][N:2]1[C:6]([NH:7][C:8](=O)[CH2:9][CH2:10][CH2:11][O:12][C:13]2[CH:18]=[CH:17][CH:16]=[C:15]([CH2:19][N:20]3[CH2:25][CH2:24][CH2:23][CH2:22][CH2:21]3)[CH:14]=2)=[N:5][C:4]([C:27](OC)=[O:28])=[N:3]1.[H-].[Al+3].[Li+].[H-].[H-].[H-]>O1CCCC1>[CH3:1][N:2]1[C:6]([NH:7][CH2:8][CH2:9][CH2:10][CH2:11][O:12][C:13]2[CH:18]=[CH:17][CH:16]=[C:15]([CH2:19][N:20]3[CH2:25][CH2:24][CH2:23][CH2:22][CH2:21]3)[CH:14]=2)=[N:5][C:4]([CH2:27][OH:28])=[N:3]1 |f:1.2.3.4.5.6|. Reactants: CN1N=C(N=C1NC(CCCOC1=CC(=CC=C1)CN1CCCCC1)=O)C(=O)OC (methyl 1-methyl-5-[[1-oxo-4-[3-(1-piperidinylmethyl)phenoxy]butyl]amino]-1H-1,2,4-triazole-3-carboxylate), [H-].[Al+3].[Li+].[H-].[H-].[H-] (lithium aluminium hydride). The product is CN1N=C(N=C1NCCCCOC1=CC(=CC=C1)CN1CCCCC1)CO (1-Methyl-5-[[4-[3-(1-piperidinylmethyl)phenoxy]butyl]amino]-1H-1,2,4-triazole-3-methanol). Reaction conditions: time 5 hour. Reported procedure: A suspension of methyl 1-methyl-5-[[1-oxo-4-[3-(1-piperidinylmethyl)phenoxy]butyl]amino]-1H-1,2,4-triazole-3-carboxylate (1.25 g) and lithium aluminium hydride (1.0 g) in tetrahydrofuran (30 ml) was stirred under nitrogen at room temperature for 5 h, cooled to 0° and quenched with water. The mixture was diluted with ethyl acetate, filtered and the filtrate was evaporated in vacuo. The residue was chromatographed to give an oil, which crystallised on trituration with ether to yield the title comp... The solvent is O1CCCC1 (tetrahydrofuran). Yield: 29.4%. The reactants are ClC=1C=NC(NC1)=O (5-chloropyrimidin-2-one), ClCCN=C=O (2-chloroethylisocyanate). Solvent: CN(C=O)C (dimethyl formamide). Yields the product ClCCNC(=O)N1C(N=CC(=C1)Cl)=O (1-(2-Chloroethyl)carbamoyl-5-chloropyrimidin-2-one). Isolated yield 40.0%. As a reaction SMILES: [Cl:1][C:2]1[CH:3]=[N:4][C:5](=[O:8])[NH:6][CH:7]=1.[Cl:9][CH2:10][CH2:11][N:12]=[C:13]=[O:14]>CN(C)C=O>[Cl:9][CH2:10][CH2:11][NH:12][C:13]([N:4]1[CH:3]=[C:2]([Cl:1])[CH:7]=[N:6][C:5]1=[O:8])=[O:14]. Reported procedure: was prepared from 5-chloropyrimidin-2-one and 2-chloroethylisocyanate in dimethyl formamide as described above; yield 40%. 1H NMR (DMSO-d6): δ3.6 (CH2CH2, broad m), 8.41 (2H-4,6), 9.5 (NH).